The task is: describe an organic reaction: reactants, conditions, products, and yield. This data is from the Open Reaction Database (ORD), a public repository of structured organic reaction records. Reactants: CC(=O)[O-], CCO, C[Si](C)(C)CNC(=O)c1ccc(C=O)c(C(F)(F)F)c1, Cl, NO, [Na+], O. Product: C[Si](C)(C)CNC(=O)c1ccc(C=NO)c(C(F)(F)F)c1. As a reaction SMILES: [CH3:25][C:26](=[O:27])[O-:28].[CH3:29][CH2:30][OH:31].[CH:1](=[O:2])[c:3]1[c:4]([C:17]([F:18])([F:19])[F:20])[cH:5][c:6]([C:7](=[O:8])[NH:9][CH2:10][Si:11]([CH3:12])([CH3:13])[CH3:14])[cH:15][cH:16]1.[ClH:21].[NH2:22][OH:23].[Na+:24].[OH2:32]>>[CH:1]([c:3]1[c:4]([C:17]([F:18])([F:19])[F:20])[cH:5][c:6]([C:7](=[O:8])[NH:9][CH2:10][Si:11]([CH3:12])([CH3:13])[CH3:14])[cH:15][cH:16]1)=[N:22][OH:23].